This data is from the Open Reaction Database (ORD), a public repository of structured organic reaction records. The task is: describe an organic reaction: reactants, conditions, products, and yield The reactants are C(C1=CC=CC=C1)N1C[C@@H]([C@H](C1)C1=CC(=C(C=C1)Cl)Cl)C(=O)OC (methyl (3R*,4S*)-1-benzyl-4-(3,4-dichlorophenyl)pyrrolidine-3-carboxylate), CC(OC(=O)Cl)Cl (ACE-Cl). The solvent is C(C)#N (acetonitrile). Reaction conditions: temperature 90 celsius, time 2 hour. The product is Cl.ClC=1C=C(C=CC1Cl)[C@@H]1[C@H](CNC1)C(=O)OC (methyl (3R*,4S*)-4-(3,4-dichlorophenyl)pyrrolidine-3-carboxylate monohydrochloride). Yield: 188.9%. As a reaction SMILES: C([N:8]1[CH2:12][C@H:11]([C:13]2[CH:18]=[CH:17][C:16]([Cl:19])=[C:15]([Cl:20])[CH:14]=2)[C@@H:10]([C:21]([O:23][CH3:24])=[O:22])[CH2:9]1)C1C=CC=CC=1.CC(Cl)OC(Cl)=O>C(#N)C>[ClH:19].[Cl:20][C:15]1[CH:14]=[C:13]([C@H:11]2[CH2:12][NH:8][CH2:9][C@@H:10]2[C:21]([O:23][CH3:24])=[O:22])[CH:18]=[CH:17][C:16]=1[Cl:19] |f:3.4|. Procedure details: To a solution of the compound (33.4 g) obtained in step 2 in acetonitrile (250 mL) was added ACE-Cl (13.9 g) at room temperature, and the mixture was stirred at 90° C. for 2 hr. The reaction mixture was cooled, and the solvent was evaporated under reduced pressure. Methanol (250 mL) was added to the residue, and the mixture was stirred at 80° C. for 2 hr. The reaction mixture was cooled, and the solvent was evaporated under reduced pressure to give methyl (3R*,4S*)-4-(3,4-dichlorophenyl)pyrrolid... Starting materials: CS(C)=O, O=C(NCc1c[nH]cn1)c1ccc(Cl)s1, [Cu]I, S=c1ccccn1-c1ccc(I)cc1, [K+], [K+], O=C([O-])[O-], Oc1cccc2cccnc12. Product: O=C(NCc1cn(-c2ccc(-n3ccccc3=S)cc2)cn1)c1ccc(Cl)s1. RXN SMILES: [CH3:47][S:48]([CH3:49])=[O:50].[Cl:15][c:16]1[cH:17][cH:18][c:19]([C:21](=[O:22])[NH:23][CH2:24][c:25]2[n:26][cH:27][nH:28][cH:29]2)[s:20]1.[Cu:51][I:52].[I:1][c:2]1[cH:3][cH:4][c:5](-[n:8]2[c:9](=[S:14])[cH:10][cH:11][cH:12][cH:13]2)[cH:6][cH:7]1.[K+:41].[K+:42].[O-:43][C:44]([O-:45])=[O:46].[OH:30][c:31]1[cH:32][cH:33][cH:34][c:35]2[c:36]1[n:37][cH:38][cH:39][cH:40]2>>[c:2]1(-[n:28]2[cH:27][n:26][c:25]([CH2:24][NH:23][C:21]([c:19]3[cH:18][cH:17][c:16]([Cl:15])[s:20]3)=[O:22])[cH:29]2)[cH:3][cH:4][c:5](-[n:8]2[c:9](=[S:14])[cH:10][cH:11][cH:12][cH:13]2)[cH:6][cH:7]1. Starting materials: CC(C)(C)OC(=O)N1CCN(C2=NC(=O)CS2)CC1CO, O=Cc1ccc2c(c1)c(Cl)nn2Cc1ccc(C(F)(F)F)cc1C(F)(F)F. The product is CC(C)(C)OC(=O)N1CCN(C2=NC(=O)C(=Cc3ccc4c(c3)c(Cl)nn4Cc3ccc(C(F)(F)F)cc3C(F)(F)F)S2)CC1CO. Reaction SMILES: [C:28]([CH3:29])([CH3:30])([CH3:31])[O:32][C:33](=[O:34])[N:35]1[CH:36]([CH2:47][OH:48])[CH2:37][N:38]([C:41]2=[N:45][C:44](=[O:46])[CH2:43][S:42]2)[CH2:39][CH2:40]1.[F:1][C:2]([c:3]1[c:4]([CH2:5][n:6]2[n:7][c:8]([Cl:17])[c:9]3[cH:10][c:11]([CH:15]=[O:16])[cH:12][cH:13][c:14]23)[cH:18][cH:19][c:20]([C:22]([F:23])([F:24])[F:25])[cH:21]1)([F:26])[F:27]>>[F:1][C:2]([c:3]1[c:4]([CH2:5][n:6]2[n:7][c:8]([Cl:17])[c:9]3[cH:10][c:11]([CH:15]=[C:43]4[S:42][C:41]([N:38]5[CH2:37][CH:36]([CH2:47][OH:48])[N:35]([C:33]([O:32][C:28]([CH3:29])([CH3:30])[CH3:31])=[O:34])[CH2:40][CH2:39]5)=[N:45][C:44]4=[O:46])[cH:12][cH:13][c:14]23)[cH:18][cH:19][c:20]([C:22]([F:23])([F:24])[F:25])[cH:21]1)([F:26])[F:27]. Starting materials: C=O (para-formaldehyde), S(O)(O)(=O)=O (sulphuric acid), N[C@@H](CC1=CC=CC=C1)C(=O)O (L-phenylalanine). Run in Cl (hydrochloric acid). Product: C1N[C@@H](CC2=CC=CC=C12)C(=O)O (1,2,3,4-tetrahydro-3(S)-isoquinolinecarboxylic acid). As a reaction SMILES: [NH2:1][C@H:2]([C:10]([OH:12])=[O:11])[CH2:3][C:4]1[CH:9]=[CH:8][CH:7]=[CH:6][CH:5]=1.[CH2:13]=O.S(=O)(=O)(O)O>Cl>[CH2:13]1[C:9]2[C:4](=[CH:5][CH:6]=[CH:7][CH:8]=2)[CH2:3][C@@H:2]([C:10]([OH:12])=[O:11])[NH:1]1. Procedure details: 5.0 g (30.27 mmol) of L-phenylalanine are dissolved in 50 ml of concentrated hydrochloric acid and 4.0 g of para-formaldehyde and 1 ml of concentrated sulphuric acid are added. This solution is maintained at reflux for two days. After cooling and filtration, the resulting solid is dissolved in a 1/1 (v/v) hot water/ethanol mixture and aqueous NH4OH (30%) is added until a pH 7.0 is reached. The crystals which have precipitated after cooling the solution are recovered by filtration, washed with et... The reactants are O(C1=CC=CC=C1)CC1=CC=NC=C1 (4-phenoxymethylpyridine), Cl (hydrogen chloride). Reagents/catalysts: [Pt]=O (platinum oxide). The solvent is CO (methanol). Product: Cl.O(C1=CC=CC=C1)CC1CCNCC1 (4-phenoxymethylpiperidine hydrochloride). Yield: 53.0%. As a reaction SMILES: [O:1]([CH2:8][C:9]1[CH:14]=[CH:13][N:12]=[CH:11][CH:10]=1)[C:2]1[CH:7]=[CH:6][CH:5]=[CH:4][CH:3]=1.[ClH:15]>[Pt]=O.CO>[ClH:15].[O:1]([CH2:8][CH:9]1[CH2:10][CH2:11][NH:12][CH2:13][CH2:14]1)[C:2]1[CH:7]=[CH:6][CH:5]=[CH:4][CH:3]=1 |f:4.5|. Procedure details: A mixture of 18.5 g (0.1 mole) of 4-phenoxymethylpyridine, 250 ml of methanol, 250 ml of 3 N methanolic hydrogen chloride solution and 2 g of platinum oxide is shaken at ambient temperature under a hydrogen pressure of 1 atmosphere absolute. After the take up of the calculated amount of hydrogen, the catalyst is filtered off, the filtrate is evaporated in a vacuum and the residue is recrystallized from ethanol. There are obtained 12.0 g of 4-phenoxymethylpiperidine hydrochloride (53% of theory);... The reactants are CC(C)CC(N)C(=O)OC1CCCC1, Cc1cc(C(=O)c2ccc(=O)n(-c3ccc(OCCCOS(C)(=O)=O)cc3)c2N)ccc1F. Product: Cc1cc(C(=O)c2ccc(=O)n(-c3ccc(OCCCNC(CC(C)C)C(=O)OC4CCCC4)cc3)c2N)ccc1F. RXN SMILES: [CH:34]1([O:39][C:40]([CH:41]([NH2:42])[CH2:43][CH:44]([CH3:45])[CH3:46])=[O:47])[CH2:35][CH2:36][CH2:37][CH2:38]1.[NH2:1][c:2]1[c:3]([C:24]([c:25]2[cH:26][c:27]([CH3:32])[c:28]([F:31])[cH:29][cH:30]2)=[O:33])[cH:4][cH:5][c:6](=[O:23])[n:7]1-[c:8]1[cH:9][cH:10][c:11]([O:12][CH2:13][CH2:14][CH2:15][O:16][S:17]([CH3:18])(=[O:19])=[O:20])[cH:21][cH:22]1>>[NH2:1][c:2]1[c:3]([C:24]([c:25]2[cH:26][c:27]([CH3:32])[c:28]([F:31])[cH:29][cH:30]2)=[O:33])[cH:4][cH:5][c:6](=[O:23])[n:7]1-[c:8]1[cH:9][cH:10][c:11]([O:12][CH2:13][CH2:14][CH2:15][NH:42][CH:41]([C:40]([O:39][CH:34]2[CH2:35][CH2:36][CH2:37][CH2:38]2)=[O:47])[CH2:43][CH:44]([CH3:45])[CH3:46])[cH:21][cH:22]1. Starting materials: Brc1ccc2cnccc2c1, CCCC[Sn](CCCC)(CCCC)c1cnc(NC(C)=O)s1, CCOC(C)=O, [Cl-], [Li+], CN(C)C=O, O, c1ccc(P(c2ccccc2)(c2ccccc2)[Pd](P(c2ccccc2)(c2ccccc2)c2ccccc2)(P(c2ccccc2)(c2ccccc2)c2ccccc2)P(c2ccccc2)(c2ccccc2)c2ccccc2)cc1. The product is CC(=O)Nc1ncc(-c2ccc3cnccc3c2)s1. RXN SMILES: [Br:3][c:4]1[cH:5][c:6]2[cH:7][cH:8][n:9][cH:10][c:11]2[cH:12][cH:13]1.[CH2:14]([Sn:15]([CH2:16][CH2:17][CH2:18][CH3:28])([c:19]1[cH:20][n:21][c:22]([NH:24][C:25]([CH3:26])=[O:27])[s:23]1)[CH2:29][CH2:30][CH2:31][CH3:32])[CH2:33][CH2:34][CH3:35].[CH3:41][CH2:42][O:43][C:44]([CH3:45])=[O:46].[Cl-:2].[Li+:1].[O:36]=[CH:37][N:38]([CH3:39])[CH3:40].[OH2:47].[cH:48]1[cH:49][cH:50][c:51]([P:52]([Pd:53]([P:54]([c:55]2[cH:56][cH:57][cH:58][cH:59][cH:60]2)([c:61]2[cH:62][cH:63][cH:64][cH:65][cH:66]2)[c:67]2[cH:68][cH:69][cH:70][cH:71][cH:72]2)([P:73]([c:74]2[cH:75][cH:76][cH:77][cH:78][cH:79]2)([c:80]2[cH:81][cH:82][cH:83][cH:84][cH:85]2)[c:86]2[cH:87][cH:88][cH:89][cH:90][cH:91]2)[P:92]([c:93]2[cH:94][cH:95][cH:96][cH:97][cH:98]2)([c:99]2[cH:100][cH:101][cH:102][cH:103][cH:104]2)[c:105]2[cH:106][cH:107][cH:108][cH:109][cH:110]2)([c:111]2[cH:112][cH:113][cH:114][cH:115][cH:116]2)[c:117]2[cH:118][cH:119][cH:120][cH:121][cH:122]2)[cH:123][cH:124]1>>[c:4]1(-[c:19]2[cH:20][n:21][c:22]([NH:24][C:25]([CH3:26])=[O:27])[s:23]2)[cH:5][c:6]2[cH:7][cH:8][n:9][cH:10][c:11]2[cH:12][cH:13]1. Reactants: [H-].[Na+] (Sodium hydride), ClC1=CC=CC=2N(C(OC(C21)=O)=O)C (5-Chloro-1-methyl-1H-benzo[d][1,3]oxazine-2,4-dione), ClC1=CC=CC=2N(C(OC(C21)=O)=O)C (5-chloro-1-methyl-1H-benzo[d][1,3]oxazine-2,4-dione), Cl (hydrochloric acid), C(CC(=O)OCC)(=O)OCC (Diethyl malonate), O (water). Procedure: Sodium hydride (1.9 g, 79.17 mmol, 1.60 equiv) was added in several portions to the mixture of 5-chloro-1-methyl-1H-benzo[d][1,3]oxazine-2,4-dione in N,N-dimethylformamide from Step 2. Diethyl malonate (7.7 g, 48.07 mmol, 1.00 equiv) was then added dropwise to the stirred mixture over a period of about 30 minutes. The resulting solution was stirred at about 85° C. for about 1 hour, water (800 ml) was added, and the pH of the solution was adjusted to 2 with a solution of hydrochloric acid (5 mol/... Run at temperature 85 celsius, time 1 hour. As a reaction SMILES: [H-].[Na+].[C:3]([O:11][CH2:12][CH3:13])(=[O:10])[CH2:4][C:5]([O:7]CC)=O.O.Cl.[Cl:16][C:17]1[C:26]2[C:25](=O)[O:24][C:23](=O)[N:22](C)[C:21]=2[CH:20]=[CH:19][CH:18]=1>>[Cl:16][C:17]1[CH:18]=[CH:19][CH:20]=[C:21]2[C:26]=1[C:25]([OH:24])=[C:4]([C:3]([O:11][CH2:12][CH3:13])=[O:10])[C:5](=[O:7])[N:22]2[CH3:23] |f:0.1|. Isolated yield 18.0%. Product: ClC1=C2C(=C(C(N(C2=CC=C1)C)=O)C(=O)OCC)O (Ethyl 5-chloro-4-hydroxy-1-methyl-2-oxo-1,2-dihydroquinoline-3-carboxylate). Reactants: CS(=O)(=O)N1CCN(CC1)CC=1C=C2C=C(NC2=CC1)C=1C(NC2=CC=CC=C2C1)=O (3-(5-{[4-(methylsulfonyl)piperazin-1-yl]methyl}-1H-indol-2-yl)quinolin-2(1H)-one), [B-](F)(F)(F)F.[B-](F)(F)(F)F.C1C[N+]2(CC[N+]1(CC2)CCl)F (1-(chloromethyl)-4-fluoro-1,4-diazoniabicyclo[2.2.2]octane ditetrafluoroborate), 3-2. Solvent: C(C)#N (acetonitrile). Run at temperature 0 celsius, time 30 minute. Product: FC1=C(NC2=CC=C(C=C12)CN1CCN(CC1)S(=O)(=O)C)C=1C(NC2=CC=CC=C2C1)=O (3-[3-Fluoro-5-(4-methanesulfonyl-piperazin-1-ylmethyl)-1H-indol-2-yl]-1H-quinolin-2-one). Reaction SMILES: [CH3:1][S:2]([N:5]1[CH2:10][CH2:9][N:8]([CH2:11][C:12]2[CH:13]=[C:14]3[C:18](=[CH:19][CH:20]=2)[NH:17][C:16]([C:21]2[C:22](=[O:31])[NH:23][C:24]4[C:29]([CH:30]=2)=[CH:28][CH:27]=[CH:26][CH:25]=4)=[CH:15]3)[CH2:7][CH2:6]1)(=[O:4])=[O:3].[B-](F)(F)(F)[F:33].[B-](F)(F)(F)F.C1[N+]2(CCl)CC[N+](F)(CC2)C1>C(#N)C>[F:33][C:15]1[C:14]2[C:18](=[CH:19][CH:20]=[C:12]([CH2:11][N:8]3[CH2:9][CH2:10][N:5]([S:2]([CH3:1])(=[O:3])=[O:4])[CH2:6][CH2:7]3)[CH:13]=2)[NH:17][C:16]=1[C:21]1[C:22](=[O:31])[NH:23][C:24]2[C:29]([CH:30]=1)=[CH:28][CH:27]=[CH:26][CH:25]=2 |f:1.2.3|. Procedure: 3-(5-{[4-(methylsulfonyl)piperazin-1-yl]methyl}-1H-indol-2-yl)quinolin-2(1H)-one (3-1, 60 mg, 1.37 mmol) was dissolved in 5 mL of anhydrous dimethylsolfoxide and diluted with 5 mL of anhydrous acetonitrile. The solution was cooled to 0° C., and the fluorinating reagent, 1-(chloromethyl)-4-fluoro-1,4-diazoniabicyclo[2.2.2]octane ditetrafluoroborate, 3-2 (0.25 equiv., 12 mg, 0.03 mmol) was added. After addition, the ice bath was removed, and the reaction stirred at room temperature for 30 minutes.... Starting materials: OCC(CC(C)C)N(C(OC(C)(C)C)=O)CC1=NC(=CC=C1)NC(=O)NC=1N=C(SC1)C1=CC=NC=C1 (tert-Butyl (1-hydroxymethyl-3-methyl-butyl)-(6-[3-(2-pyridin-4-yl-thiazol-4-yl)-ureido]-pyridin-2-ylmethyl}-carbamate), Cl (HCl), [OH-].[Na+] (NaOH). Solvent: CO (MeOH). Run at temperature 40 celsius. The product is OCC(CC(C)C)NCC1=CC=CC(=N1)NC(=O)NC=1N=C(SC1)C1=CC=NC=C1 (1-(6-[(1-Hydroxymethyl-3-methylbutylamino)methyl]-pyridin-2-yl}-3-(2-pyridin-4-yl-thiazol-4-yl)urea). RXN SMILES: [OH:1][CH2:2][CH:3]([N:8]([CH2:16][C:17]1[CH:22]=[CH:21][CH:20]=[C:19]([NH:23][C:24]([NH:26][C:27]2[N:28]=[C:29]([C:32]3[CH:37]=[CH:36][N:35]=[CH:34][CH:33]=3)[S:30][CH:31]=2)=[O:25])[N:18]=1)C(=O)OC(C)(C)C)[CH2:4][CH:5]([CH3:7])[CH3:6].Cl.[OH-].[Na+]>CO>[OH:1][CH2:2][CH:3]([NH:8][CH2:16][C:17]1[N:18]=[C:19]([NH:23][C:24]([NH:26][C:27]2[N:28]=[C:29]([C:32]3[CH:33]=[CH:34][N:35]=[CH:36][CH:37]=3)[S:30][CH:31]=2)=[O:25])[CH:20]=[CH:21][CH:22]=1)[CH2:4][CH:5]([CH3:6])[CH3:7] |f:2.3|. Procedure: tert-Butyl (1-hydroxymethyl-3-methyl-butyl)-(6-[3-(2-pyridin-4-yl-thiazol-4-yl)-ureido]-pyridin-2-ylmethyl}-carbamate (165 mg, 0.313 mmol, Example 62) in MeOH (5 mL) was treated with HCl (0.16 mL, 0.627 mmol, 4M in dioxane). The resulting stirred solution was heated at 40° C. in a closed system for 15 h. After cooling to RT, the pH was adjusted to 7 using 1 N NaOH. Solvent was removed and the residue was extracted with CHCl3. The organic layer was washed with H2O, brine, dried over MgSO4, and co...